From a dataset of the Open Reaction Database (ORD), a public repository of structured organic reaction records. describe an organic reaction: reactants, conditions, products, and yield RXN SMILES: Cl.Cl.[S:3]1[C:7]2[CH:8]=[CH:9][CH:10]=[CH:11][C:6]=2[N:5]=[C:4]1[NH:12][C:13]([C:15]1[CH:16]=[CH:17][CH:18]=[C:19]2[C:24]=1[CH2:23][NH:22][CH2:21][CH2:20]2)=[O:14].[N:25]1([C:30](N2C=CN=C2)=[S:31])C=CN=C1.N>CN(C=O)C>[S:3]1[C:7]2[CH:8]=[CH:9][CH:10]=[CH:11][C:6]=2[N:5]=[C:4]1[NH:12][C:13]([C:15]1[CH:16]=[CH:17][CH:18]=[C:19]2[C:24]=1[CH2:23][N:22]([C:30](=[S:31])[NH2:25])[CH2:21][CH2:20]2)=[O:14] |f:0.1.2|. Procedure details: To a mixture of compound 1B (3.25 g, 8.50 mmol) in DMF (50 mL) was added TEA (4.71 mL, 34.0 mmol). The resulting mixture was stirred for 10 minutes and di(1H-imidazol-1-yl)methanethione (1.818 g, 10.20 mmol) was added. The reaction mixture was stirred at rt for 30 minutes. Ammonia (7 N in MeOH) (48.6 mL, 340 mmol) was added and the resulting mixture was stirred overnight. The reaction mixture was concentrated to remove the ammonia and MeOH. The DMF solution was directly used for the next step wi... Solvent: CN(C)C=O (DMF). Starting materials: N (Ammonia), Cl.Cl.S1C(=NC2=C1C=CC=C2)NC(=O)C=2C=CC=C1CCNCC21 (N-(benzo[d]thiazol-2-yl)-1,2,3,4-tetrahydroisoquinoline-8-carboxamide dihydrochloride), N1(C=NC=C1)C(=S)N1C=NC=C1 (di(1H-imidazol-1-yl)methanethione), TEA. The product is S1C(=NC2=C1C=CC=C2)NC(=O)C=2C=CC=C1CCN(CC21)C(N)=S (N-(benzo[d]thiazol-2-yl)-2-carbamothioyl-1,2,3,4-tetrahydroisoquinoline-8-carboxamide). Reaction conditions: time 10 minute.